Dataset: the Open Reaction Database (ORD), a public repository of structured organic reaction records. Task: describe an organic reaction: reactants, conditions, products, and yield Starting materials: C(OCC)(OCC)=O (diethyl carbonate), Cl (HCl), BrCCCCCCCC (1-bromooctane), [Mg] (magnesium). Run in C(C)OCC (ethyl ether), C(C)OCC (ethyl ether). Conditions: temperature 30 celsius, time 1 hour. Product: C(CCCCCCC)C(O)(CCCCCCCC)CCCCCCCC (tri-n-octylcarbinol). RXN SMILES: Br[CH2:2][CH2:3][CH2:4][CH2:5][CH2:6][CH2:7][CH2:8][CH3:9].[Mg].C(=O)([O:15][CH2:16][CH3:17])OCC.Cl>C(OCC)C>[CH2:2]([C:16]([CH2:17][CH2:2][CH2:3][CH2:4][CH2:5][CH2:6][CH2:7][CH3:8])([CH2:2][CH2:3][CH2:4][CH2:5][CH2:6][CH2:7][CH2:8][CH3:9])[OH:15])[CH2:3][CH2:4][CH2:5][CH2:6][CH2:7][CH2:8][CH3:9]. Reported procedure: This compound may be prepared in the following manner. Three moles of 1-bromooctane are slowly added to 3 moles of magnesium turnings in 0.6 liters of anhydrous ethyl ether (nitrogen atmosphere). One mole of diethyl carbonate in 0.151 anhydrous ethyl ether is slowly added to the mixture. The mixture is stirred for one hour at 30° C., then the mixture is slowly poured into 1.8 liters of a cold 10% HCl solution. The organic layer is dried with magnesium sulfate and the ethyl ether is evaporated of... Reactants: C(O)(O)=O.NNC(=N)N (aminoguanidine bicarbonate), C(C)(=O)C1C(=O)OCC1 (2-acetyl butyrolactone). The solvent is C(CCC)O (n-butanol). The product is NC1=NC(=C(C(N1N)=O)CCO)C (2,3-Diamino-5-(2-hydroxyethyl)-6-methyl-4(3H)-pyrimidinone). The yield is 65.2%. As a reaction SMILES: C(=O)(O)O.[NH2:5][NH:6][C:7]([NH2:9])=[NH:8].[C:10]([CH:13]1[CH2:18][CH2:17][O:16][C:14]1=[O:15])(=O)[CH3:11]>C(O)CCC>[NH2:8][C:7]1[N:6]([NH2:5])[C:14](=[O:15])[C:13]([CH2:18][CH2:17][OH:16])=[C:10]([CH3:11])[N:9]=1 |f:0.1|. Procedure details: A mixture of 13.6 g of aminoguanidine bicarbonate and 12.8 g of 2-acetyl butyrolactone in 80 ml of n-butanol was heated at reflux until a clear solution was obtained. This solution was cooled, evaporated to dryness in vacuo and the residue was triturated with 200 ml of a 50/50 ether-chloroform mixture, giving 12 g of the desired intermediate, mp 126°-135° C. The reactants are C(CCC)[Li] (n-butyl lithium), [Br-].C(CCCCCCC)[P+](C1=CC=CC=C1)(C1=CC=CC=C1)C1=CC=CC=C1 (octyltriphenylphosphonium bromide), C(=O)C1=NC2=CC=C(C=C2C(=C1C)OC(C)=O)F (2-formyl-3-methyl-4-acetoxy-6-fluoroquinoline), CN(C)P(N(C)C)N(C)C (hexamethylphosphorus triamide). Solvent: O1CCCC1 (tetrahydrofuran), CCCCCC (hexane), O1CCCC1 (tetrahydrofuran), O (water). Conditions: time 5 minute. The product is C(=C\CCCCCCC)/C1=NC2=CC=C(C=C2C(=C1C)OC(C)=O)F (2-(trans-1-nonenyl)-3-methyl-4-acetoxy-6-fluoroquinoline). The yield is 10.2%. RXN SMILES: C([Li])CCC.[Br-].[CH2:7]([P+](C1C=CC=CC=1)(C1C=CC=CC=1)C1C=CC=CC=1)[CH2:8][CH2:9][CH2:10][CH2:11][CH2:12][CH2:13][CH3:14].CN(P(N(C)C)N(C)C)C.[CH:44]([C:46]1[C:55]([CH3:56])=[C:54]([O:57][C:58](=[O:60])[CH3:59])[C:53]2[C:48](=[CH:49][CH:50]=[C:51]([F:61])[CH:52]=2)[N:47]=1)=O>O1CCCC1.O.CCCCCC>[CH:44](/[C:46]1[C:55]([CH3:56])=[C:54]([O:57][C:58](=[O:60])[CH3:59])[C:53]2[C:48](=[CH:49][CH:50]=[C:51]([F:61])[CH:52]=2)[N:47]=1)=[CH:7]\[CH2:8][CH2:9][CH2:10][CH2:11][CH2:12][CH2:13][CH3:14] |f:1.2|. Reported procedure: 0.29 ml of a hexane solution of 0.48 mmols of n-butyl lithium was added to a solution of 218 mg (0.48 mmols) of octyltriphenylphosphonium bromide in 3 ml of tetrahydrofuran and stirred at room temperature for 5 minutes. This solution was cooled to -78° C., after which 1.43 g (8 mmols) of hexamethylphosphorus triamide was added and stirred for 5 minutes, followed by further addition of 2 ml of a tetrahydrofuran solution of 98.8 mg (0.40 mmols) of 2-formyl-3-methyl-4-acetoxy-6-fluoroquinoline and ... Starting materials: C1CCOC1, COc1ccc(C(C)=O)cc1CSc1nc2ccc(F)cc2n1C(C)C(=O)[O-], [Li+], [OH-]. Product: COc1ccc(C(C)=O)cc1CSc1nc2ccc(F)cc2n1CC(=O)O. As a reaction SMILES: [CH2:31]1[O:32][CH2:33][CH2:34][CH2:35]1.[CH3:1][CH:2]([C:3](=[O:4])[O-:5])[n:6]1[c:7]([S:16][CH2:17][c:18]2[c:19]([O:27][CH3:28])[cH:20][cH:21][c:22]([C:24]([CH3:25])=[O:26])[cH:23]2)[n:8][c:9]2[c:10]1[cH:11][c:12]([F:15])[cH:13][cH:14]2.[Li+:29].[OH-:30]>>[CH2:2]([C:3](=[O:4])[OH:5])[n:6]1[c:7]([S:16][CH2:17][c:18]2[c:19]([O:27][CH3:28])[cH:20][cH:21][c:22]([C:24]([CH3:25])=[O:26])[cH:23]2)[n:8][c:9]2[c:10]1[cH:11][c:12]([F:15])[cH:13][cH:14]2.